Dataset: the Open Reaction Database (ORD), a public repository of structured organic reaction records. Task: describe an organic reaction: reactants, conditions, products, and yield Run at time 16 hour. Reactants: N(=NC(=O)N1CCCCC1)C(=O)N1CCCCC1 (1,1′-(Azodicarbonyl)dipiperidine), C(C)OC(C)=O.BrC=1C=C(C=C(C1)O)SC1=CC(=C(OCC(=O)O)C=C1)Cl ([4-(3-Bromo-5-hydroxy-phenylsulfanyl)-2-chloro-phenoxy]-acetic acid ethyl acetate), OCCCN1CCOCC1 (N-(3-hydroxypropyl)morpholine), C(CCC)P(CCCC)CCCC (tributylphosphine). Run in C1CCOC1 (THF), C1CCOC1 (THF). Procedure: [4-(3-Bromo-5-hydroxy-phenylsulfanyl)-2-chloro-phenoxy]-acetic acid ethyl acetate (1.7 g; 4.07 mmol), N-(3-hydroxypropyl)morpholine (0.59 g; 4.07 mmol) and tributylphosphine (1.8 g; 7.33 mmol) were dissolved in THF (100 mL) in a dried reaction flask under an atmosphere of nitrogen. 1,1′-(Azodicarbonyl)dipiperidine (1.85 g; 7.33 mmol) dissolved in THF (50 mL) was added to the reaction mixture, which was stirred at room temperature for 16 h. The reaction mixture was evaporated to dryness and purif... Product: C(C)OC(COC1=C(C=C(C=C1)SC1=CC(=CC(=C1)OCCCN1CCOCC1)Br)Cl)=O ({4-[3-Bromo-5-(3-morpholin-4-yl-propoxy)-phenylsulfanyl]-2-chloro-phenoxy}-acetic Acid Ethyl Ester). As a reaction SMILES: [CH2:1]([O:3][C:4](=[O:6])[CH3:5])[CH3:2].[Br:7][C:8]1[CH:9]=[C:10]([S:15][C:16]2[CH:26]=[CH:25][C:19]([O:20]CC(O)=O)=[C:18]([Cl:27])[CH:17]=2)[CH:11]=[C:12]([OH:14])[CH:13]=1.O[CH2:29][CH2:30][CH2:31][N:32]1[CH2:37][CH2:36][O:35][CH2:34][CH2:33]1.C(P(CCCC)CCCC)CCC.N(C(N1CCCCC1)=O)=NC(N1CCCCC1)=O>C1COCC1>[CH2:1]([O:3][C:4](=[O:6])[CH2:5][O:20][C:19]1[CH:25]=[CH:26][C:16]([S:15][C:10]2[CH:11]=[C:12]([O:14][CH2:29][CH2:30][CH2:31][N:32]3[CH2:37][CH2:36][O:35][CH2:34][CH2:33]3)[CH:13]=[C:8]([Br:7])[CH:9]=2)=[CH:17][C:18]=1[Cl:27])[CH3:2] |f:0.1|. Starting materials: CO, O=[N+]([O-])c1ccc2cccnc2c1. The product is Nc1ccc2cccnc2c1. As a reaction SMILES: [CH3:14][OH:15].[N+:1]([O-:2])(=[O:3])[c:4]1[cH:5][cH:6][c:7]2[cH:8][cH:9][cH:10][n:11][c:12]2[cH:13]1>>[NH2:1][c:4]1[cH:5][cH:6][c:7]2[cH:8][cH:9][cH:10][n:11][c:12]2[cH:13]1.